This data is from the Open Reaction Database (ORD), a public repository of structured organic reaction records. The task is: describe an organic reaction: reactants, conditions, products, and yield Starting materials: CC(=O)OC(C)=O, O, O=C(O)c1ccc2cc(O)ccc2c1, O=S(=O)(O)O. The product is CC(=O)Oc1ccc2cc(C(=O)O)ccc2c1. As a reaction SMILES: [CH3:15][C:16](=[O:17])[O:18][C:19](=[O:20])[CH3:21].[OH2:27].[OH:1][c:2]1[cH:3][c:4]2[cH:5][cH:6][c:7]([C:12](=[O:13])[OH:14])[cH:8][c:9]2[cH:10][cH:11]1.[S:22](=[O:23])(=[O:24])([OH:25])[OH:26]>>[O:1]([c:2]1[cH:3][c:4]2[cH:5][cH:6][c:7]([C:12](=[O:13])[OH:14])[cH:8][c:9]2[cH:10][cH:11]1)[C:16]([CH3:15])=[O:17]. The reactants are Cc1cccc(N=C=O)c1, ClC(Cl)Cl, CCc1cc2c(s1)-n1c(CN)nnc1CN=C2c1ccccc1Cl. The product is CCc1cc2c(s1)-n1c(nnc1CNC(=O)Nc1cccc(C)c1)CN=C2c1ccccc1Cl. RXN SMILES: [CH3:25][c:26]1[cH:27][c:28]([N:32]=[C:33]=[O:34])[cH:29][cH:30][cH:31]1.[CH:35]([Cl:36])([Cl:37])[Cl:38].[NH2:1][CH2:2][c:3]1[n:4][n:5][c:6]2[n:7]1-[c:8]1[c:9]([cH:20][c:21]([CH2:23][CH3:24])[s:22]1)[C:10]([c:13]1[c:14]([Cl:19])[cH:15][cH:16][cH:17][cH:18]1)=[N:11][CH2:12]2>>[NH:1]([CH2:2][c:3]1[n:4][n:5][c:6]2[n:7]1-[c:8]1[c:9]([cH:20][c:21]([CH2:23][CH3:24])[s:22]1)[C:10]([c:13]1[c:14]([Cl:19])[cH:15][cH:16][cH:17][cH:18]1)=[N:11][CH2:12]2)[C:33]([NH:32][c:28]1[cH:27][c:26]([CH3:25])[cH:31][cH:30][cH:29]1)=[O:34]. Starting materials: O (water), O=C1C(CCCC1)CC1=CC=C(C=C1)C(C(=O)O)C (2-[4-(2-oxocyclohexan-1-ylmethyl)phenyl]propionic acid), Cl.NO (hydroxylamine hydrochloride), O.O.O.C(C)(=O)[O-].[Na+] (sodium acetate trihydrate). The solvent is C(C)O (ethanol). Conditions: time 2 hour. The product is ON=C1C(CCCC1)CC1=CC=C(C=C1)C(C(=O)O)C (2-[4-(2-Hydroxyiminocyclohexan-1-ylmethyl)phenyl]propionic Acid). The yield is 107.1%. Reaction SMILES: O=[C:2]1[CH2:7][CH2:6][CH2:5][CH2:4][CH:3]1[CH2:8][C:9]1[CH:14]=[CH:13][C:12]([CH:15]([CH3:19])[C:16]([OH:18])=[O:17])=[CH:11][CH:10]=1.Cl.[NH2:21][OH:22].O.O.O.C([O-])(=O)C.[Na+].O>C(O)C>[OH:22][N:21]=[C:2]1[CH2:7][CH2:6][CH2:5][CH2:4][CH:3]1[CH2:8][C:9]1[CH:14]=[CH:13][C:12]([CH:15]([CH3:19])[C:16]([OH:18])=[O:17])=[CH:11][CH:10]=1 |f:1.2,3.4.5.6.7|. Procedure: A solution of 1.3 g of 2-[4-(2-oxocyclohexan-1-ylmethyl)phenyl]propionic acid, 0.33 g of hydroxylamine hydrochloride and 1.6 g of sodium acetate trihydrate in 85% ethanol was heated with stirring at 70°-75° C. for 2 hours, and the mixture was poured into 100 ml of water and extracted with ether. The extract was washed with water, dried over anhydrous sodium sulfate, and the solvent removed by distillation to give 1.4 g of the desired compound, which by recrystallization from a mixture of ethyl a... Reactants: C(C)(C)OB1OC(C(O1)(C)C)(C)C (2-isopropoxy-4,4,5,5-tetramethyl-1,3,2-dioxaborolane), C(C)SCC=1C=NN(C1)C (4-[(ethylthio)methyl]-1-methyl-1H-pyrazole), C(CCC)[Li] (n-butyllithium). The solvent is O1CCCC1 (tetrahydrofuran), CCCCCC (hexane). Run at time 1 hour. The product is C(C)SCC=1C=NN(C1B1OC(C(O1)(C)C)(C)C)C (4-[(ethylthio)methyl]-1-methyl-5-(4,4,5,5-tetramethyl-1,3,2-dioxaborolan-2-yl)-1H-pyrazole). The yield is 81.8%. Reaction SMILES: [CH2:1]([S:3][CH2:4][C:5]1[CH:6]=[N:7][N:8]([CH3:10])[CH:9]=1)[CH3:2].C([Li])CCC.C(O[B:20]1[O:24][C:23]([CH3:26])([CH3:25])[C:22]([CH3:28])([CH3:27])[O:21]1)(C)C>O1CCCC1.CCCCCC>[CH2:1]([S:3][CH2:4][C:5]1[CH:6]=[N:7][N:8]([CH3:10])[C:9]=1[B:20]1[O:24][C:23]([CH3:26])([CH3:25])[C:22]([CH3:28])([CH3:27])[O:21]1)[CH3:2]. Procedure details: To a solution of 4-[(ethylthio)methyl]-1-methyl-1H-pyrazole (0.81 g, 5.2 mmol) in tetrahydrofuran (3.0 mL) at 0° C. was added 1.6 M n-butyllithium in hexane (6.3 mL, 10. mmol). The solution was stirred at room temperature for 1 h and then cooled down to −78° C. To the solution was added 2-isopropoxy-4,4,5,5-tetramethyl-1,3,2-dioxaborolane (2.06 mL, 10.1 mmol). The reaction was continued at −78° C. for 0.5 h, then warmed up to 0° C. (taking about 0.5 h). The reaction mixture was quenched with bri... The reactants are C(C)(C)(C)OC(=O)N1CCC(CC1)N1C2=C(OCC1=O)C=CC=N2 (4-(3-oxo-2,3-dihydro-pyrido[3,2-b][1,4]oxazin-4-yl)-piperidine-1-carboxylic acid tert-butyl ester), C(=O)(C(F)(F)F)O (TFA). Solvent: C(Cl)Cl (CH2Cl2). Reaction conditions: time 2.5 hour. Product: N1CCC(CC1)N1C2=C(OCC1=O)C=CC=N2 (4-Piperidin-4-yl-4H-pyrido[3,2-b][1,4]oxazin-3-one). Isolated yield 93.5%. RXN SMILES: C(OC([N:8]1[CH2:13][CH2:12][CH:11]([N:14]2[C:19](=[O:20])[CH2:18][O:17][C:16]3[CH:21]=[CH:22][CH:23]=[N:24][C:15]2=3)[CH2:10][CH2:9]1)=O)(C)(C)C.C(O)(C(F)(F)F)=O>C(Cl)Cl>[NH:8]1[CH2:9][CH2:10][CH:11]([N:14]2[C:19](=[O:20])[CH2:18][O:17][C:16]3[CH:21]=[CH:22][CH:23]=[N:24][C:15]2=3)[CH2:12][CH2:13]1. Procedure: To a stirring solution of 0.37 g (0.0011 mol) of 4-(3-oxo-2,3-dihydro-pyrido[3,2-b][1,4]oxazin-4-yl)-piperidine-1-carboxylic acid tert-butyl ester in CH2Cl2 (2.5 mL) was added 2.5 mL of TFA. After 2.5 h, the solvent was removed. The residue was partitioned between EtOAc (200 mL) and 1 N NaOH (150 mL). The aqueous layer was extracted with EtOAc (3×100 mL) and the combined organic layers were dried over Na2SO4, and concentrated to afford 0.24 g (94%) of a white/pink solid. 1H NMR (400 MHz, CDCl3):... The reactants are ClCC([C@H](CC1=CC2=CC=CC=C2C=C1)NC(OCC1=CC=CC=C1)=O)=O (benzyl [3-chloro-1(S)-[(2-naphthyl)methyl]-2-oxopropyl]carbamate), [BH4-].[Na+] (sodium borohydride). Run in O1CCCC1 (tetrahydrofuran). Run at temperature 0 celsius, time 1 hour. The product is ClC[C@H]([C@H](CC1=CC2=CC=CC=C2C=C1)NC(OCC1=CC=CC=C1)=O)O (benzyl [3-chloro-2(S)-hydroxy-1(S)-[(2-naphthyl)methyl]propyl]carbamate). Reaction SMILES: [Cl:1][CH2:2][C:3](=[O:27])[C@@H:4]([NH:16][C:17](=[O:26])[O:18][CH2:19][C:20]1[CH:25]=[CH:24][CH:23]=[CH:22][CH:21]=1)[CH2:5][C:6]1[CH:15]=[CH:14][C:13]2[C:8](=[CH:9][CH:10]=[CH:11][CH:12]=2)[CH:7]=1.[BH4-].[Na+]>O1CCCC1>[Cl:1][CH2:2][C@@H:3]([OH:27])[C@@H:4]([NH:16][C:17](=[O:26])[O:18][CH2:19][C:20]1[CH:25]=[CH:24][CH:23]=[CH:22][CH:21]=1)[CH2:5][C:6]1[CH:15]=[CH:14][C:13]2[C:8](=[CH:9][CH:10]=[CH:11][CH:12]=2)[CH:7]=1 |f:1.2|. Procedure: The foregoing benzyl [3-chloro-1(S)-[(2-naphthyl)methyl]-2-oxopropyl]carbamate was dissolved in 100 ml of 10% aqueous tetrahydrofuran, cooled to 0° C. and treated with 0.456 g of sodium borohydride which was added carefully as the solid. The mixture was stirred at 0° C. for 1 hour and then at room temperature overnight. The mixture was evaporated to give a white solid which was partitioned between dichloromethane and water. The stirred mixture was carefully acidified to pH 1 with concentrated hy... Starting materials: [H-].[Na+] (Sodium hydride), C1(=CC=CC=C1)CC(C)=O (phenyl acetone), ClC=1C=C(C=CCBr)C=CC1 (m-chlorocinnamyl bromide). The solvent is C(OC)COC (glyme), C(OC)COC (glyme), C(OC)COC (glyme). Product: ClC=1C=C(C=CC1)C=CCC(C(C)=O)C1=CC=CC=C1 (6-(m-Chlorophenyl)-3-phenyl-5-hexen-2-one). As a reaction SMILES: [H-].[Na+].[C:3]1([CH2:9][C:10](=[O:12])[CH3:11])[CH:8]=[CH:7][CH:6]=[CH:5][CH:4]=1.[Cl:13][C:14]1[CH:15]=[C:16]([CH:21]=[CH:22][CH:23]=1)[CH:17]=[CH:18][CH2:19]Br>C(COC)OC>[Cl:13][C:14]1[CH:15]=[C:16]([CH:17]=[CH:18][CH2:19][CH:9]([C:3]2[CH:8]=[CH:7][CH:6]=[CH:5][CH:4]=2)[C:10](=[O:12])[CH3:11])[CH:21]=[CH:22][CH:23]=1 |f:0.1|. Procedure details: Sodium hydride (25.20 g., 0.60 mole, oil dispersion) is suspended in glyme (800 ml.) and phenyl acetone (80.50 g., 0.60 mole) in glyme (100 ml.) is added dropwise with stirring. After complete addition the mixture is heated to reflux for one hour. The mixture is cooled to room temperature and a solution of crude m-chlorocinnamyl bromide (139 g., 0.6 mole) in glyme (100 ml.) is added dropwise. When addition is complete the mixture is refluxed for 24 hours then allowed to cool. After filtration of... The reactants are C(#N)C=1C=CC(=C(C(C=C(C)C)C2=CN=CC=[N+]2[O-])C1)O (6-[5-cyano-2-hydroxy-α-(2-methylpropenyl)benzyl]pyrazine 1-oxide). The solvent is C(C)OCC (diethyl ether). Yields the product C(#N)C=1C=CC2=C(C(CC(O2)(C)C)C2=[N+](C=CN=C2)[O-])C1 (2-(6-cyano-3,4-dihydro-2,2-dimethyl-2H-1-benzopyran-4-yl)pyrazine 1-oxide). Yield: 5.7%. As a reaction SMILES: [C:1]([C:3]1[CH:4]=[CH:5][C:6]([OH:21])=[C:7]([CH:20]=1)[CH:8]([C:13]1[N+:18]([O-:19])=[CH:17][CH:16]=[N:15][CH:14]=1)[CH:9]=[C:10]([CH3:12])[CH3:11])#[N:2]>C(OCC)C>[C:1]([C:3]1[CH:4]=[CH:5][C:6]2[O:21][C:10]([CH3:12])([CH3:11])[CH2:9][CH:8]([C:13]3[CH:14]=[N:15][CH:16]=[CH:17][N+:18]=3[O-:19])[C:7]=2[CH:20]=1)#[N:2]. Procedure: In an analogous manner to that described in the first paragraph of Example 8, from 0.35 g of 6-[5-cyano-2-hydroxy-α-(2-methylpropenyl)benzyl]pyrazine 1-oxide there was obtained 0.02 g of 2-(6-cyano-3,4-dihydro-2,2-dimethyl-2H-1-benzopyran-4-yl)pyrazine 1-oxide in the form of a white solid of melting point 166°-168° C. (from diethyl ether). Starting materials: O=C1O[C@@H](CC1)C=1CS[C@H]2N(C1C(=O)OC(C)(C)C)C([C@H]2NC(\C(=N/OC(C2=CC=CC=C2)(C2=CC=CC=C2)C2=CC=CC=C2)\C=2N=C(SC2)NC(C2=CC=CC=C2)(C2=CC=CC=C2)C2=CC=CC=C2)=O)=O (t-Butyl (6R,7R)-3-[(5S)-2-oxotetrahydrofuran-5-yl]-7-[2-(2-tritylaminothiazol-4-yl)-2-(Z)-trityloxyiminoacetamido]ceph-3-em-4-carboxylate). The solvent is Cl (hydrochloric acid), C(=O)O (formic acid), Cl (hydrochloric acid). Reaction conditions: time 1 hour. Yields the product NC=1SC=C(N1)/C(/C(=O)N[C@H]1[C@@H]2N(C(=C(CS2)C2CCC(O2)=O)C(=O)O)C1=O)=N/O ((6R,7R)-7-[2-(2-Aminothiazol-4-yl)-2-(Z)-hydroxyiminoacetamido]-3-[(5RS)-2-oxotetrahydrofuran-5-yl)ceph-3-em-4-carboxylic acid). As a reaction SMILES: [O:1]=[C:2]1[CH2:6][CH2:5][C@@H:4]([C:7]2[CH2:8][S:9][C@@H:10]3[C@H:21]([NH:22][C:23](=[O:71])/[C:24](/[C:46]4[N:47]=[C:48]([NH:51]C(C5C=CC=CC=5)(C5C=CC=CC=5)C5C=CC=CC=5)[S:49][CH:50]=4)=[N:25]\[O:26]C(C4C=CC=CC=4)(C4C=CC=CC=4)C4C=CC=CC=4)[C:20](=[O:72])[N:11]3[C:12]=2[C:13]([O:15]C(C)(C)C)=[O:14])[O:3]1>Cl.C(O)=O>[NH2:51][C:48]1[S:49][CH:50]=[C:46](/[C:24](=[N:25]/[OH:26])/[C:23]([NH:22][C@@H:21]2[C:20](=[O:72])[N:11]3[C:12]([C:13]([OH:15])=[O:14])=[C:7]([CH:4]4[O:3][C:2](=[O:1])[CH2:6][CH2:5]4)[CH2:8][S:9][C@H:10]23)=[O:71])[N:47]=1. Procedure details: t-Butyl (6R,7R)-3-[(5S)-2-oxotetrahydrofuran-5-yl]-7-[2-(2-tritylaminothiazol-4-yl)-2-(Z)-trityloxyiminoacetamido]ceph-3-em-4-carboxylate (0.22 g) was dissolved in 0.1M hydrochloric acid in 90% formic acid (2.5 ml) and stirred for 1 h. Concentrated hydrochloric acid (0.1 ml) was added and stirring was continued for a further 0.5 h. The precipitate was filtered off, washed with 90% formic acid, and the filtrate was evaporated to dryness. The residue in water was adjusted to pH3 with solid potassi...